From a dataset of the Open Reaction Database (ORD), a public repository of structured organic reaction records. describe an organic reaction: reactants, conditions, products, and yield Reactants: O[C@@H]1C[C@@H]2N(CCN(C2)C2=NC=C(C=C2)Cl)C1 ((7R,8aS)-7-hydroxy-2-(5-chloropyridin-2-yl)-1,2,3,4,6,7,8,8a-octahydro-pyrrolo[1,2-a]pyrazine), C(C1=CC=CC=C1)(=O)O (benzoic acid), C1(=CC=CC=C1)P(C1=CC=CC=C1)C1=CC=CC=C1 (triphenylphosphine), N(=NC(=O)OCC)C(=O)OCC (diethyl azodicarboxylate). Run in C1CCOC1 (THF). Conditions: time 16 hour. The product is C(C1=CC=CC=C1)(=O)O[C@H]1C[C@@H]2N(CCN(C2)C2=NC=C(C=C2)Cl)C1 ((7S,8aS)-2-(5-Chloropyridin-2-yl)-1,2,3,4,6,7,8,8a-octahydro-pyrrolo[1,2-a]pyrazin-7-yl benzoate). Yield: 74.9%. As a reaction SMILES: [OH:1][C@H:2]1[CH2:17][N:5]2[CH2:6][CH2:7][N:8]([C:10]3[CH:15]=[CH:14][C:13]([Cl:16])=[CH:12][N:11]=3)[CH2:9][C@@H:4]2[CH2:3]1.[C:18](O)(=[O:25])[C:19]1[CH:24]=[CH:23][CH:22]=[CH:21][CH:20]=1.C1(P(C2C=CC=CC=2)C2C=CC=CC=2)C=CC=CC=1.N(C(OCC)=O)=NC(OCC)=O>C1COCC1>[C:18]([O:1][C@@H:2]1[CH2:17][N:5]2[CH2:6][CH2:7][N:8]([C:10]3[CH:15]=[CH:14][C:13]([Cl:16])=[CH:12][N:11]=3)[CH2:9][C@@H:4]2[CH2:3]1)(=[O:25])[C:19]1[CH:24]=[CH:23][CH:22]=[CH:21][CH:20]=1. Procedure: A solution of 0.595 g (2.35 mmol) of (7R,8aS)-7-hydroxy-2-(5-chloropyridin-2-yl)-1,2,3,4,6,7,8,8a-octahydro-pyrrolo[1,2-a]pyrazine (Preparation 17), 0.430 g (3.52 mmol) of benzoic acid and 0.738 g (2.81 mmol) of triphenylphosphine in 25 mL of dry THF was treated with 0.44 mL (2.8 mmol) of diethyl azodicarboxylate, and the mixture stirred at ambient temperature for 16 h. The solvent was evaporated and the residue purified by flash silica gel chromatography with 10:1 methylene chloride:acetone. A ... Starting materials: O=C(O)CCCCCCCBr, CCO, ClC(Cl)Cl, c1ccc(P(c2ccccc2)c2ccccc2)cc1. Product: [Br-], O=C(O)CCCCCCC[P+](c1ccccc1)(c1ccccc1)c1ccccc1. As a reaction SMILES: [Br:20][CH2:21][CH2:22][CH2:23][CH2:24][CH2:25][CH2:26][CH2:27][C:28](=[O:29])[OH:30].[CH3:31][CH2:32][OH:33].[CH:34]([Cl:35])([Cl:36])[Cl:37].[c:1]1([P:7]([c:8]2[cH:9][cH:10][cH:11][cH:12][cH:13]2)[c:14]2[cH:15][cH:16][cH:17][cH:18][cH:19]2)[cH:2][cH:3][cH:4][cH:5][cH:6]1>>[Br-:20].[c:1]1([P+:7]([c:8]2[cH:9][cH:10][cH:11][cH:12][cH:13]2)([c:14]2[cH:15][cH:16][cH:17][cH:18][cH:19]2)[CH2:21][CH2:22][CH2:23][CH2:24][CH2:25][CH2:26][CH2:27][C:28](=[O:29])[OH:30])[cH:2][cH:3][cH:4][cH:5][cH:6]1. Run in C1CCOC1 (THF). Yields the product OC(C)(C)C1=CC=C(C=N1)CC=1C=C2C(N(C=NC2=C2C1C=CC=C2)[C@@H]2[C@H](COCC2)O)=O (6-{[6-(1-Hydroxy-1-methylethyl)pyridine-3-yl]methyl}-3-[(3R,4S)-3-hydroxytetrahydro-2H-pyran-4-yl]benzo[h]quinazolin-4(3H)-one). Reactants: C(C)(=O)C1=CC=C(C=N1)CC=1C=C2C(N(C=NC2=C2C1C=CC=C2)[C@@H]2[C@H](COCC2)O)=O (6-[(6-Acetylpyridin-3-yl)methyl]-3-[(3R,4S)-3-hydroxytetrahydro-2H-pyran-4-yl]benzo[h]quinazolin-4(3H)-one), C[Mg]Br (methylmagnesium bromide), [Cl-].[NH4+] (ammonium chloride). Reaction SMILES: [C:1]([C:4]1[N:9]=[CH:8][C:7]([CH2:10][C:11]2[CH:12]=[C:13]3[C:18](=[C:19]4[CH:24]=[CH:23][CH:22]=[CH:21][C:20]=24)[N:17]=[CH:16][N:15]([C@H:25]2[CH2:30][CH2:29][O:28][CH2:27][C@@H:26]2[OH:31])[C:14]3=[O:32])=[CH:6][CH:5]=1)(=[O:3])[CH3:2].[CH3:33][Mg]Br.[Cl-].[NH4+]>C1COCC1>[OH:3][C:1]([C:4]1[N:9]=[CH:8][C:7]([CH2:10][C:11]2[CH:12]=[C:13]3[C:18](=[C:19]4[CH:24]=[CH:23][CH:22]=[CH:21][C:20]=24)[N:17]=[CH:16][N:15]([C@H:25]2[CH2:30][CH2:29][O:28][CH2:27][C@@H:26]2[OH:31])[C:14]3=[O:32])=[CH:6][CH:5]=1)([CH3:33])[CH3:2] |f:2.3|. Procedure details: To a solution of 6-[(6-acetylpyridin-3-yl)methyl]-3-[(3R,4S)-3-hydroxytetrahydro-2H-pyran-4-yl]benzo[h]quinazolin-4(3H)-one (Example 10, 0.018 g, 0.042 mmol) in 1 mL of THF at 0° C. was added methylmagnesium bromide (0.035 mL, 3.0 M diethyl ether solution, 0.10 mmol). After 30 min, the mixture was treated with saturated aqueous ammonium chloride and extracted 2× with dichloromethane. The combined organic fractions were dried over sodium sulfate, filtered, and concentrated in vacuo. The residue w... Run at time 30 minute. The reactants are OC1=C(C2=C(C(CCO2)=O)C=C1)CCC (2,3-dihydro-7-hydroxy-8-propyl-4H-1-benzopyran-4-one), COC(CCCC1=C(C=CC=C1)OCCCCCBr)=O (2-[(5-bromopentyl)oxy]benzenebutanoic acid methyl ester). The product is O=C1CCOC2=C1C=CC(=C2CCC)OCCCCCOC2=C(C=CC=C2)CCCC(=O)O (2-[5-[(3,4-Dihydro-4-oxo-8-propyl-2H-1-benzopyran-7-yl)oxy]pentyloxy]benzenebutanoic Acid). RXN SMILES: [OH:1][C:2]1[CH:12]=[CH:11][C:5]2[C:6](=[O:10])[CH2:7][CH2:8][O:9][C:4]=2[C:3]=1[CH2:13][CH2:14][CH3:15].C[O:17][C:18](=[O:35])[CH2:19][CH2:20][CH2:21][C:22]1[CH:27]=[CH:26][CH:25]=[CH:24][C:23]=1[O:28][CH2:29][CH2:30][CH2:31][CH2:32][CH2:33]Br>>[O:10]=[C:6]1[C:5]2[CH:11]=[CH:12][C:2]([O:1][CH2:33][CH2:32][CH2:31][CH2:30][CH2:29][O:28][C:23]3[CH:24]=[CH:25][CH:26]=[CH:27][C:22]=3[CH2:21][CH2:20][CH2:19][C:18]([OH:35])=[O:17])=[C:3]([CH2:13][CH2:14][CH3:15])[C:4]=2[O:9][CH2:8][CH2:7]1. Procedure: Using the procedure of example 4, 2,3-dihydro-7-hydroxy-8-propyl-4H-1-benzopyran-4-one was converted into the title compound by alkylation with 2-[(5-bromopentyl)oxy]benzenebutanoic acid methyl ester from the preceding example, followed by saponification, in 46.5% overall yield. The product was an off-white solid, mp 116°-118° C., recrystallized from acetonitrile. The reactants are NC=1C2=C(N=CN1)N(C=C2C2=CC=C(C=C2)O)C(C)C (4-amino-5-(4-hydroxyphenyl)-7-isopropylpyrrolo[2,3-d]-pyrimidine), FC1=C(C=CC=C1)[N+](=O)[O-] (2-fluoronitrobenzene), C([O-])([O-])=O.[K+].[K+] (potassium carbonate). Run in CN(C=O)C (N,N-dimethylformamide). Reaction conditions: temperature 120 celsius. The product is C(C)(C)N1C=C(C2=C1N=CN=C2N)C2=CC=C(C=C2)OC2=C(C=CC=C2)[N+](=O)[O-] (7-isopropyl-5-[4-(2-nitrophenoxy)phenyl]-7H-pyrrolo[2,3-d]pyrimidin-4-ylamine). As a reaction SMILES: [NH2:1][C:2]1[C:3]2[C:10]([C:11]3[CH:16]=[CH:15][C:14]([OH:17])=[CH:13][CH:12]=3)=[CH:9][N:8]([CH:18]([CH3:20])[CH3:19])[C:4]=2[N:5]=[CH:6][N:7]=1.F[C:22]1[CH:27]=[CH:26][CH:25]=[CH:24][C:23]=1[N+:28]([O-:30])=[O:29].C(=O)([O-])[O-].[K+].[K+]>CN(C)C=O>[CH:18]([N:8]1[C:4]2[N:5]=[CH:6][N:7]=[C:2]([NH2:1])[C:3]=2[C:10]([C:11]2[CH:12]=[CH:13][C:14]([O:17][C:22]3[CH:27]=[CH:26][CH:25]=[CH:24][C:23]=3[N+:28]([O-:30])=[O:29])=[CH:15][CH:16]=2)=[CH:9]1)([CH3:20])[CH3:19] |f:2.3.4|. Reported procedure: A mixture of 4-amino-5-(4-hydroxyphenyl)-7-isopropylpyrrolo[2,3-d]-pyrimidine (0.29 g), 2-fluoronitrobenzene (0.15 g), potassium carbonate (0.149 g) and N,N-dimethylformamide (4.0 ml) was shaken and heated at 120° C. for 5 hours. The mixture was evaporated to dryness under reduced pressure and the residue was partitioned between ethyl acetate (30 ml) and water (20 ml). The organic layer was separated, washed with water, and then with dilute sodium hydroxide solution, and then with brine, then dr...